This data is from the Open Reaction Database (ORD), a public repository of structured organic reaction records. The task is: describe an organic reaction: reactants, conditions, products, and yield Starting materials: C(C)(C)(C)C=1C=C(C=C(C1)C(C)(C)C)O (3,5-di-t-butylphenol), BrCC1=CC=C(C=C1)C#N (alpha-bromo-p-tolunitrile), [OH-].[Na+] (sodium hydroxide), CN(C=O)C (dimethylformamide). The solvent is O (water). Reaction conditions: temperature 120 celsius. The product is C(C)(C)(C)C=1C=C(OCC2=CC=C(C=C2)C#N)C=C(C1)C(C)(C)C (4-(3,5-di-t-butylphenoxymethyl)-1-benzenecarbonitrile). Isolated yield 12.4%. As a reaction SMILES: [C:1]([C:5]1[CH:6]=[C:7]([OH:15])[CH:8]=[C:9]([C:11]([CH3:14])([CH3:13])[CH3:12])[CH:10]=1)([CH3:4])([CH3:3])[CH3:2].Br[CH2:17][C:18]1[CH:23]=[CH:22][C:21]([C:24]#[N:25])=[CH:20][CH:19]=1.[OH-].[Na+].CN(C)C=O>O>[C:11]([C:9]1[CH:8]=[C:7]([CH:6]=[C:5]([C:1]([CH3:4])([CH3:3])[CH3:2])[CH:10]=1)[O:15][CH2:17][C:18]1[CH:23]=[CH:22][C:21]([C:24]#[N:25])=[CH:20][CH:19]=1)([CH3:14])([CH3:13])[CH3:12] |f:2.3|. Reported procedure: A mixture of 5.1 g (25 mmole) of 3,5-di-t-butylphenol, 4.2 g (25 mmole) of alpha-bromo-p-tolunitrile, 1.0 g (25 mmole) sodium hydroxide and 75 ml of dimethylformamide was heated at 120° C. for about sixteen hours. The mixture was poured into 700 ml of water to give an oil which rapidly solidified. The solid was collected, rinsed with water, and recrystallized once from ethanol and twice from hexane to give 1.0 g of white crystalline 4-(3,5-di-t-butylphenoxymethyl)-1-benzenecarbonitrile, m.p. 118... The product is OCC(CO)NC(C1=C(C(C(=O)NC(CO)CO)=C(C(=C1I)N(C(C)=O)CC(COC)O)I)I)=O (N,N'-Bis(1,3-dihydroxy-2-propyl)-5-[N-(2-hydroxy-3-methoxypropyl)acetamido]-2,4,6-triiodoisophthalamide). Procedure: 5-Acetamido-N,N'-bis(1,3-dihydroxy-2-propyl)-2,4,6-triiodoisophthalamide (1036 g, 1.39 mol) was slurried in a mixture of propylene glycol (4170 ml) and methanol (4170 ml). After adding 18.25 M sodium hydroxide (114 ml, 2.08 mol), the mixture was heated at about 50°. When all or nearly all of the starting material was dissolved, the excess of methanol was evaporated in vacuo. Thereafter 2-hydroxy-3-methoxypropyl chloride (259 g, 2.08 mol) was added. The reaction mixture was heated at 50° for 44 h... Run in C(C(C)O)O (propylene glycol), CO (methanol). RXN SMILES: [C:1]([NH:4][C:5]1[C:6]([I:29])=[C:7]([C:21]([NH:23][CH:24]([CH2:27][OH:28])[CH2:25][OH:26])=[O:22])[C:8]([I:20])=[C:9]([C:18]=1[I:19])[C:10]([NH:12][CH:13]([CH2:16][OH:17])[CH2:14][OH:15])=[O:11])(=[O:3])[CH3:2].[OH-].[Na+].[OH:32][CH:33]([CH2:36][O:37][CH3:38])[CH2:34]Cl>C(O)C(O)C.CO>[OH:26][CH2:25][CH:24]([NH:23][C:21](=[O:22])[C:7]1[C:6]([I:29])=[C:5]([N:4]([CH2:34][CH:33]([OH:32])[CH2:36][O:37][CH3:38])[C:1](=[O:3])[CH3:2])[C:18]([I:19])=[C:9]([C:10]([NH:12][CH:13]([CH2:16][OH:17])[CH2:14][OH:15])=[O:11])[C:8]=1[I:20])[CH2:27][OH:28] |f:1.2|. Reaction conditions: time 44 hour. Starting materials: C(C)(=O)NC=1C(=C(C(=C(C(=O)NC(CO)CO)C1I)I)C(=O)NC(CO)CO)I (5-Acetamido-N,N'-bis(1,3-dihydroxy-2-propyl)-2,4,6-triiodoisophthalamide), OC(CCl)COC (2-hydroxy-3-methoxypropyl chloride), [OH-].[Na+] (sodium hydroxide). Reactants: C(#N)N1C2=C(CCC3=C1C=CC=C3)C=CC=C2 (5-cyano-10,11-dihydro-5H-dibenz[b,f]-azepine), O (water), polyethylene glycol, BrN1C(CCC1=O)=O (N-bromosuccinimide). Solvent: C(Cl)Cl (CH2Cl2). Reaction conditions: temperature 45 celsius, time 5 minute. Product: C(#N)N1C2=C(CC(C3=C1C=CC=C3)O)C=CC=C2 (5-cyano-10-hydroxy-10,11-dihydro-5H-dibenz[b,f]azepine). Yield: 60.9%. Reaction SMILES: [C:1]([N:3]1[C:9]2[CH:10]=[CH:11][CH:12]=[CH:13][C:8]=2[CH2:7][CH2:6][C:5]2[CH:14]=[CH:15][CH:16]=[CH:17][C:4]1=2)#[N:2].BrN1C(=[O:24])CCC1=O.O>C(Cl)Cl>[C:1]([N:3]1[C:4]2[CH:17]=[CH:16][CH:15]=[CH:14][C:5]=2[CH:6]([OH:24])[CH2:7][C:8]2[CH:13]=[CH:12][CH:11]=[CH:10][C:9]1=2)#[N:2]. Reported procedure: 13.2 g (0.060 mols) of (I) are dissolved at room temperature in 80 ml of CH2Cl2 under stirring, then 11.8 g (0.066 mols) of N-bromosuccinimide of purity above 98% and 0.70 g (0.003 mols) of di-tert-butyl-peroxalate are added under stirring. The reaction mixture is subjected to mild nitrogen stream for 5 minutes, then heated to 45° C. and stirred at this temperature for 85 minutes. The resulting suspension is added with 100 ml of demineralized water and 3 grams of polyethylene glycol with average... The reactants are C(C1=CC=CC=C1)OC1=C(SC=C1)C(=O)O (3-Benzyloxy-2-thienylcarboxylic acid), acid chloride, C(C)NC1=CC=C(C(=O)OCC)C=C1 (ethyl 4-ethylaminobenzoate). Yields the product C(C1=CC=CC=C1)OC1=C(SC=C1)C(=O)N(CC)C1=CC=C(C(=O)OCC)C=C1 (ethyl 4-[N-(3-benzyloxy-2-thienoyl)-N-ethylamino]benzoate). RXN SMILES: [CH2:1]([O:8][C:9]1[CH:13]=[CH:12][S:11][C:10]=1[C:14]([OH:16])=O)[C:2]1[CH:7]=[CH:6][CH:5]=[CH:4][CH:3]=1.[CH2:17]([NH:19][C:20]1[CH:30]=[CH:29][C:23]([C:24]([O:26][CH2:27][CH3:28])=[O:25])=[CH:22][CH:21]=1)[CH3:18]>>[CH2:1]([O:8][C:9]1[CH:13]=[CH:12][S:11][C:10]=1[C:14]([N:19]([C:20]1[CH:30]=[CH:29][C:23]([C:24]([O:26][CH2:27][CH3:28])=[O:25])=[CH:22][CH:21]=1)[CH2:17][CH3:18])=[O:16])[C:2]1[CH:3]=[CH:4][CH:5]=[CH:6][CH:7]=1. Procedure: 3-Benzyloxy-2-thienylcarboxylic acid was converted to the corresponding acid chloride which was reacted with ethyl 4-ethylaminobenzoate using a similar method to that of Example 4 to give ethyl 4-[N-(3-benzyloxy-2-thienoyl)-N-ethylamino]benzoate. The reactants are C(C)(C)(C)C1CCC(CC1)C(C1=CC=C(C(=O)NCCC(=O)O)C=C1)NC(=O)NC1=CC=C(C=C1)OC(F)(F)F (3-{4-[1-(4-tert-Butylcyclohexyl)-3-(4-trifluoromethoxyphenyl)ureidomethyl]benzoylamino}-propionic acid), C(C)(C)N(C(C)C)CC (N,N-diisopropylethylamine), C[Si](ON)(C)C (O-(trimethylsilyl)hydroxylamine), ON1N=NC2=C1C=CC=C2 (1-hydroxybenzotriazole), Cl.CN(CCCN=C=NCC)C (N-(3-dimethylaminopropyl)-N′-ethylcarbodiimide hydrochloride). Run at time 30 minute. Reaction SMILES: [C:1]([CH:5]1[CH2:10][CH2:9][CH:8]([CH:11]([NH:26][C:27]([NH:29][C:30]2[CH:35]=[CH:34][C:33]([O:36][C:37]([F:40])([F:39])[F:38])=[CH:32][CH:31]=2)=[O:28])[C:12]2[CH:25]=[CH:24][C:15]([C:16]([NH:18][CH2:19][CH2:20][C:21]([OH:23])=O)=[O:17])=[CH:14][CH:13]=2)[CH2:7][CH2:6]1)([CH3:4])([CH3:3])[CH3:2].[OH:41][N:42]1C2C=CC=CC=2N=N1.Cl.CN(C)CCCN=C=NCC.C(N(CC)C(C)C)(C)C.C[Si](C)(C)ON>CN(C=O)C>[C:1]([C@H:5]1[CH2:6][CH2:7][C@H:8]([CH:11]([NH:26][C:27]([NH:29][C:30]2[CH:31]=[CH:32][C:33]([O:36][C:37]([F:40])([F:38])[F:39])=[CH:34][CH:35]=2)=[O:28])[C:12]2[CH:25]=[CH:24][C:15]([C:16]([NH:18][CH2:19][CH2:20][C:21](=[O:23])[NH:42][OH:41])=[O:17])=[CH:14][CH:13]=2)[CH2:9][CH2:10]1)([CH3:3])([CH3:4])[CH3:2] |f:2.3|. The solvent is CN(C)C=O (DMF). Reported procedure: 3-{4-[1-(4-tert-Butylcyclohexyl)-3-(4-trifluoromethoxyphenyl)ureidomethyl]benzoylamino}-propionic acid (prepared as described in example 92; 0.2 g, 0.36 mmol) was dissolved in DMF (5 mL) and 1-hydroxybenzotriazole (53 mg, 0.39 mmol) and N-(3-dimethylaminopropyl)-N′-ethylcarbodiimide hydrochloride (75 mg, 0.39 mmol) were added and the resulting mixture was stirred at room temperature for 30 minutes. The mixture was cooled to 0° C. and N,N-diisopropylethylamine (85 μL, 0.50 mmol) and O-(trimethyls... Yields the product C(C)(C)(C)[C@@H]1CC[C@H](CC1)C(C1=CC=C(C(=O)NCCC(NO)=O)C=C1)NC(=O)NC1=CC=C(C=C1)OC(F)(F)F (4-[1-(trans-4-tert-Butylcyclohexyl)-3-(4-trifluoromethoxyphenyl)ureidomethyl]-N-(2-hydroxycarbamoylethyl)benzamide). Run in C(C)O (ethanol). Yields the product NC=1C=C(C(=O)NC2=CC=C(C=C2)OC2=CC(=CC=C2)CCCCCCCCCCCCCCC)C=C(C1)N (3,5-diamino-N-(4-(3-pentadecylphenoxy)phenyl)benzamide). Reported procedure: 3 g (0.005 mol) of the 3,5-dinitro-N-(4-(3-pentadecylphenoxy)phenyl)benzamide thus prepared is dissolved in 20 mL of ethanol and reduced using 0.1 g 10% Pd/C catalyst at 40° C. and 40 psi hydrogen pressure until no more hydrogen is absorbed. The catalyst is then filtered and the diamine recrystallized from the filtrate to yield 3,5-diamino-N-(4-(3-pentadecylphenoxy)phenyl)benzamide, of the formula Reaction SMILES: [N+:1]([C:4]1[CH:5]=[C:6]([CH:38]=[C:39]([N+:41]([O-])=O)[CH:40]=1)[C:7]([NH:9][C:10]1[CH:15]=[CH:14][C:13]([O:16][C:17]2[CH:22]=[CH:21][CH:20]=[C:19]([CH2:23][CH2:24][CH2:25][CH2:26][CH2:27][CH2:28][CH2:29][CH2:30][CH2:31][CH2:32][CH2:33][CH2:34][CH2:35][CH2:36][CH3:37])[CH:18]=2)=[CH:12][CH:11]=1)=[O:8])([O-])=O>C(O)C.[Pd]>[NH2:1][C:4]1[CH:5]=[C:6]([CH:38]=[C:39]([NH2:41])[CH:40]=1)[C:7]([NH:9][C:10]1[CH:11]=[CH:12][C:13]([O:16][C:17]2[CH:22]=[CH:21][CH:20]=[C:19]([CH2:23][CH2:24][CH2:25][CH2:26][CH2:27][CH2:28][CH2:29][CH2:30][CH2:31][CH2:32][CH2:33][CH2:34][CH2:35][CH2:36][CH3:37])[CH:18]=2)=[CH:14][CH:15]=1)=[O:8]. Reagents/catalysts: [Pd] (Pd/C). Starting materials: [N+](=O)([O-])C=1C=C(C(=O)NC2=CC=C(C=C2)OC2=CC(=CC=C2)CCCCCCCCCCCCCCC)C=C(C1)[N+](=O)[O-] (3,5-dinitro-N-(4-(3-pentadecylphenoxy)phenyl)benzamide). Starting materials: [Al+3], O=C([O-])O, CC1CCC(=O)O1, [Cl-], [Cl-], [Cl-], ClCCl, Cl, [Na+], CON. Yields the product CON(C)C(=O)CCC(C)O. Reaction SMILES: [Al+3:9].[C:16](=[O:17])([OH:18])[O-:19].[CH3:1][CH:2]1[CH2:3][CH2:4][C:5](=[O:7])[O:6]1.[Cl-:10].[Cl-:11].[Cl-:8].[Cl:21][CH2:22][Cl:23].[ClH:12].[Na+:20].[O:13]([CH3:14])[NH2:15]>>[CH3:1][CH:2]([CH2:3][CH2:4][C:5](=[O:7])[N:15]([O:13][CH3:14])[CH3:16])[OH:6].